The task is: describe an organic reaction: reactants, conditions, products, and yield. This data is from the Open Reaction Database (ORD), a public repository of structured organic reaction records. The reactants are C1(=CC=C(C=C1)S(=O)[O-])C.[Na+] (sodium p-toluenesulfinate), C(C)N1C(=CC2=CC=CC=C12)C (1-ethyl-2-methylindole), C(C)=O (acetaldehyde), C(C)O (ethyl alcohol), Cl (hydrochloric acid). Run at temperature 5 celsius, time 4 hour. Yields the product CC=1C(=C(C=CC1C)S(=O)(=O)C)C1=C(N(C2=CC=CC=C12)CC)C ([(methyl)(1-ethyl-2-methyl-3-indolyl)(4-methylphenylsulfonyl)]methane). Reaction SMILES: [C:1]1(C)[CH:6]=[CH:5][C:4]([S:7]([O-:9])=[O:8])=[CH:3][CH:2]=1.[Na+].[CH2:12]([N:14]1[C:22]2[C:17](=[CH:18][CH:19]=[CH:20][CH:21]=2)[CH:16]=[C:15]1[CH3:23])[CH3:13].[CH:24](=O)[CH3:25].Cl.[CH2:28](O)C>>[CH3:1][C:2]1[C:3]([C:16]2[C:17]3[C:22](=[CH:21][CH:20]=[CH:19][CH:18]=3)[N:14]([CH2:12][CH3:13])[C:15]=2[CH3:23])=[C:4]([S:7]([CH3:28])(=[O:9])=[O:8])[CH:5]=[CH:6][C:24]=1[CH3:25] |f:0.1|. Procedure: To a stirred mixture of 175.0 ml of ethyl alcohol, 30.35 g (0.14 mole) of 81.4 percent sodium p-toluenesulfinate, 19.5 g (0.112 mole) of 91.2 percent 1-ethyl-2-methylindole and 5.5 g (0.125 mole) of acetaldehyde under an atmosphere of nitrogen and maintaining the temperature at approximately 5° C. by means of an ice-water bath, there was added dropwise 27.5 ml of concentrated hydrochloric acid. After stirring approximately four hours at ambient temperature, the white solid which had separated wa... Reactants: CCOC(CBr)OCC, CCOC(CO)OCC, [H-], [Na+], Cc1ccccc1C. Yields the product CCOC(COCC(OCC)OCC)OCC. As a reaction SMILES: [CH2:12]([CH3:13])[O:14][CH:15]([CH2:16][Br:17])[O:18][CH2:19][CH3:20].[CH2:1]([CH3:2])[O:3][CH:4]([CH2:5][OH:6])[O:7][CH2:8][CH3:9].[H-:10].[Na+:11].[c:21]1([CH3:22])[c:23]([CH3:24])[cH:25][cH:26][cH:27][cH:28]1>>[CH2:1]([CH3:2])[O:3][CH:4]([CH2:5][O:6][CH2:16][CH:15]([O:14][CH2:12][CH3:13])[O:18][CH2:19][CH3:20])[O:7][CH2:8][CH3:9]. Starting materials: [NH4+].[Cl-] (NH4Cl), C1(CC1)COC=1C=C(C=CC1[N+](=O)[O-])CC(=O)OCC (Ethyl 2-(3-(cyclopropylmethoxy)-4-nitrophenyl)acetate), C1(CC1)CBr (cyclopropylmethyl bromide), [H-].[Na+] (NaH). The solvent is CN(C)C=O (DMF). Run at temperature 25 celsius, time 0.5 hour. The product is C1(CC1)CC(C(=O)OCC)C1=CC(=C(C=C1)[N+](=O)[O-])OCC1CC1 (ethyl 3-cyclopropyl-2-(3(cyclopropylmethoxy)-4-nitrophenyl)propanoate). Yield: 67.0%. As a reaction SMILES: [CH:1]1([CH2:4][O:5][C:6]2[CH:7]=[C:8]([CH2:15][C:16]([O:18][CH2:19][CH3:20])=[O:17])[CH:9]=[CH:10][C:11]=2[N+:12]([O-:14])=[O:13])[CH2:3][CH2:2]1.[H-].[Na+].[CH:23]1([CH2:26]Br)[CH2:25][CH2:24]1.[NH4+].[Cl-]>CN(C=O)C>[CH:23]1([CH2:26][CH:15]([C:8]2[CH:9]=[CH:10][C:11]([N+:12]([O-:14])=[O:13])=[C:6]([O:5][CH2:4][CH:1]3[CH2:2][CH2:3]3)[CH:7]=2)[C:16]([O:18][CH2:19][CH3:20])=[O:17])[CH2:25][CH2:24]1 |f:1.2,4.5|. Reported procedure: Ethyl 2-(3-(cyclopropylmethoxy)-4-nitrophenyl)acetate (5 g, 17.9 mmol) was dissolved in 50 mL anhydrous DMF, NaH (60% wt. in oil, 0.475 g, 19.7 mmol) was added at 0° C. The reaction mixture was stirred for 0.5 h at 25° C. and cyclopropylmethyl bromide (2.67 g, 19.7 mmol) was added drop wise at 0° C. The reaction mixture was stirred at 0° C. for 1 h and saturated NH4Cl solution (10 mL) was added. The reaction mixture was extracted with EtOAc (3×20 mL) and the combined organic phases were washed w... The product is C(C)ON=C(CC)C=1C(CC(CC1O)C1=C(C(=C(C=C1C)C)S(N)(=O)=O)C)=O (2-[1-(Ethoxyimino)propyl]-3-hydroxy-5-(2,4,6-trimethyl-3-sulfamoylphenyl)cyclohex-2-en-1-one). As a reaction SMILES: Cl.[CH2:2]([O:4][NH2:5])[CH3:3].[OH:6][C:7]1[CH2:12][CH:11]([C:13]2[C:18]([CH3:19])=[CH:17][C:16]([CH3:20])=[C:15]([S:21](=[O:24])(=[O:23])[NH2:22])[C:14]=2[CH3:25])[CH2:10][C:9](=[O:26])[C:8]=1[C:27](=O)[CH2:28][CH3:29]>>[CH2:2]([O:4][N:5]=[C:27]([C:8]1[C:9](=[O:26])[CH2:10][CH:11]([C:13]2[C:18]([CH3:19])=[CH:17][C:16]([CH3:20])=[C:15]([S:21](=[O:23])(=[O:24])[NH2:22])[C:14]=2[CH3:25])[CH2:12][C:7]=1[OH:6])[CH2:28][CH3:29])[CH3:3] |f:0.1|. Starting materials: Cl.C(C)ON (ethoxyamine hydrochloride), OC1=C(C(CC(C1)C1=C(C(=C(C=C1C)C)S(N)(=O)=O)C)=O)C(CC)=O (3-hydroxy-5-(2,4,6-trimethyl-3-sulfamoylphenyl)-2-propionylcyclohex-2-en-one), ( iv ). Reported procedure: Reaction of ethoxyamine hydrochloride with 3-hydroxy-5-(2,4,6-trimethyl-3-sulfamoylphenyl)-2-propionylcyclohex-2-en-one following essentially the same procedure as that described in Example 1 part (iv) gave 2-[1-(ethoxyimino)propyl]-3-hydroxy-5-(2,4,6-trimethyl-3-sulfamoylphenyl)cyclohex-2-en-1-one (12). The compound was characterized by its proton magnetic resonance spectrum which is given in Table 5, Example 37. The reactants are [O-]CC.[Na+] (sodium ethoxide), O(C1=CC=CC=C1)C1=CC=C(C=C1)CC(=O)OCC (ethyl (4′-phenoxyphenyl)acetate), NC(=O)N (urea). Solvent: C(C)O (ethanol), C(C)O (ethanol). The product is O(C1=CC=CC=C1)C1=CC=C(C=C1)C1C(NC(NC1=O)=O)=O (5-(4′-Phenoxyphenyl)barbituric Acid). Isolated yield 21.7%. As a reaction SMILES: [O-:1][CH2:2]C.[Na+].[O:5]([C:12]1[CH:17]=[CH:16][C:15]([CH2:18][C:19]([O:21]CC)=O)=[CH:14][CH:13]=1)[C:6]1[CH:11]=[CH:10][CH:9]=[CH:8][CH:7]=1.[NH2:24][C:25]([NH2:27])=[O:26]>C(O)C>[O:5]([C:12]1[CH:13]=[CH:14][C:15]([CH:18]2[C:19](=[O:21])[NH:27][C:25](=[O:26])[NH:24][C:2]2=[O:1])=[CH:16][CH:17]=1)[C:6]1[CH:7]=[CH:8][CH:9]=[CH:10][CH:11]=1 |f:0.1|. Procedure: A soultion of sodium ethoxide (0.27 g) in 3 ml of anhydrous ethanol is added with 0.657 g of ethyl (4′-phenoxyphenyl)acetate dissolved in 5 ml of ethanol, then with urea (0.18 g). The reaction mixture is refluxed for 2 hours 30 minutes, then it is cooled to room temperature and the suspended solid is filtered. The solid is redissolved in 8 ml of water and the solution is acidified with 1 N hydrochloric acid. The solid which separates is recovered by filtration to give 0.165 g of the product, m.p... Reaction conditions: temperature 75 celsius, time 2 hour. Run in C(=O)O (HCOOH). As a reaction SMILES: [CH2:1]=O.[C:3]1([C@H:9]([N:11]2[C@@H:18]3[C@@H:14]([CH2:15][NH:16][CH2:17]3)[CH2:13][CH2:12]2)[CH3:10])[CH:8]=[CH:7][CH:6]=[CH:5][CH:4]=1.[OH-].[Na+]>C(O)=O>[CH3:1][N:16]1[CH2:17][C@@H:18]2[N:11]([C@@H:9]([C:3]3[CH:8]=[CH:7][CH:6]=[CH:5][CH:4]=3)[CH3:10])[CH2:12][CH2:13][C@@H:14]2[CH2:15]1 |f:2.3|. Procedure: 37% aqueous formaldehyde (1.6 L) was added to a solution of (3aR,6aR)-1-[(1R)-1-phenylethyl]-3,3a,4,5,6,6a-hexahydro-2H-pyrrolo[3,2-c]pyrrole (Intermediate 39, 108 g, 0.5 mol) in HCOOH (800 mL) at r.t., then the mixture was stirred at 70-80° C. for 2 h. The mixture was then cooled to 0° C. and basified with solid NaOH to pH-13. This mixture was then extracted with CH2Cl2 (2×2 L). The combined organic solutions were concentrated in vacuo. Purification by FCC, eluting with 2:1 to 1:10 hexanes/EtOA... The yield is 70.0%. Yields the product CN1C[C@@H]2[C@H](C1)N(CC2)[C@H](C)C2=CC=CC=C2 ((3aR,6aR)-5-Methyl-1-[(1R)-1-phenylethyl]-2,3,3a,4,6,6a-hexahydropyrrolo[3,2-c]pyrrole). Reactants: [OH-].[Na+] (NaOH), C=O (formaldehyde), C1(=CC=CC=C1)[C@@H](C)N1CC[C@@H]2CNC[C@@H]21 ((3aR,6aR)-1-[(1R)-1-phenylethyl]-3,3a,4,5,6,6a-hexahydro-2H-pyrrolo[3,2-c]pyrrole), C1(=CC=CC=C1)[C@@H](C)N1CC[C@@H]2CNC[C@@H]21 ((3aR,6aR)-1-[(1R)-1-phenylethyl]-3,3a,4,5,6,6a-hexahydro-2H-pyrrolo[3,2-c]pyrrole). Starting materials: ClCCCCCN1C(N(C2=C1C=CC=C2)C(=C)C)=O (1-(5-chloropentyl)-1,3-dihydro-3-(1-methylethenyl)-2H-benzimidazol-2-one), FC1=CC=C(C=C1)C(N1CCNCC1)C1=CC=C(C=C1)F (1-[bis(4-fluorophenyl)methyl]piperazine), C([O-])([O-])=O.[Na+].[Na+] (sodium carbonate), [I-].[K+] (potassium iodide). Run in CC(CC(C)=O)C (4-methyl-2pentanone), O (water). Yields the product O.Cl.Cl.FC1=CC=C(C=C1)C(N1CCN(CC1)CCCCCN1C(NC2=C1C=CC=C2)=O)C2=CC=C(C=C2)F (1-[5-{4-[bis(4-fluorophenyl)methyl]-1-piperazinyl}pentyl]-1,3-dihydro-2H-benzimidazol-2-one dihydrochloride hydrate). As a reaction SMILES: [Cl:1][CH2:2][CH2:3][CH2:4][CH2:5][CH2:6][N:7]1[C:11]2[CH:12]=[CH:13][CH:14]=[CH:15][C:10]=2[N:9](C(C)=C)[C:8]1=[O:19].[F:20][C:21]1[CH:26]=[CH:25][C:24]([CH:27]([C:34]2[CH:39]=[CH:38][C:37]([F:40])=[CH:36][CH:35]=2)[N:28]2[CH2:33][CH2:32][NH:31][CH2:30][CH2:29]2)=[CH:23][CH:22]=1.C(=O)([O-])[O-].[Na+].[Na+].[I-].[K+]>O.CC(C)CC(=O)C>[OH2:19].[ClH:1].[ClH:1].[F:40][C:37]1[CH:36]=[CH:35][C:34]([CH:27]([C:24]2[CH:25]=[CH:26][C:21]([F:20])=[CH:22][CH:23]=2)[N:28]2[CH2:29][CH2:30][N:31]([CH2:2][CH2:3][CH2:4][CH2:5][CH2:6][N:7]3[C:11]4[CH:12]=[CH:13][CH:14]=[CH:15][C:10]=4[NH:9][C:8]3=[O:19])[CH2:32][CH2:33]2)=[CH:39][CH:38]=1 |f:2.3.4,5.6,9.10.11.12|. Procedure details: A mixture of 6.95 parts of 1-(5-chloropentyl)-1,3-dihydro-3-(1-methylethenyl)-2H-benzimidazol-2-one, 5.7 parts of 1-[bis(4-fluorophenyl)methyl]piperazine, 5.3 parts of sodium carbonate, 0.1 parts of potassium iodide and 160 parts of 4-methyl-2pentanone is stirred and refluxed overnight. The reaction mixture is cooled to room temperature, water is added and the layers are separated. The organic phase is dried, filtered and evaporated. The residue is stirred and refluxed for 30 minutes with a solu... Reactants: C(C)(C)(C)C=1C(C(=CC(C1)=NC1=CC=C(C=C1)C(=O)O)C(C)(C)C)=O (2,6-di(tertiary-butyl)-4-(4'-carboxyphenylimino)-2,5-cyclohexadien-1-one). Reagents/catalysts: [Pd] (palladium on charcoal). The solvent is C(C)O (ethanol). Yields the product C(C)(C)(C)C=1C=C(NC2=CC=C(C(=O)O)C=C2)C=C(C1O)C(C)(C)C (4-(3,5-di-tertiary-butyl-4-hydroxyanilino)benzoic acid). RXN SMILES: [C:1]([C:5]1[C:6](=[O:25])[C:7]([C:21]([CH3:24])([CH3:23])[CH3:22])=[CH:8][C:9](=[N:11][C:12]2[CH:17]=[CH:16][C:15]([C:18]([OH:20])=[O:19])=[CH:14][CH:13]=2)[CH:10]=1)([CH3:4])([CH3:3])[CH3:2]>C(O)C.[Pd]>[C:1]([C:5]1[CH:10]=[C:9]([CH:8]=[C:7]([C:21]([CH3:24])([CH3:23])[CH3:22])[C:6]=1[OH:25])[NH:11][C:12]1[CH:13]=[CH:14][C:15]([C:18]([OH:20])=[O:19])=[CH:16][CH:17]=1)([CH3:4])([CH3:3])[CH3:2]. Reported procedure: To a solution of 5.0 g (0.0147 mole) of 2,6-di(tertiary-butyl)-4-(4'-carboxyphenylimino)-2,5-cyclohexadien-1-one in 300 ml of ethanol was added 0.25 g of 5 percent palladium on charcoal. It was subjected to hydrogenation in a Paar apparatus and filtered. This solvent was removed by evaporation under vacuum and the residue was recrystallized from a 5:2 (v/v) ethanol-water mixture to provide light-orange crystals of 4-(3,5-di-tertiary-butyl-4-hydroxyanilino)benzoic acid, m.p. 241°-243° C. Analysis... Product: CCC(OC(=O)c1ccc([N+](=O)[O-])cc1)(c1cn(Cc2ccc3c(C(=O)CBr)cc(C#N)nc3c2)nn1)C(F)(F)F. As a reaction SMILES: [CH2:51]1[O:52][CH2:53][CH2:54][CH2:55]1.[N+:1](=[O:2])([O-:3])[c:4]1[cH:5][cH:6][c:7]([C:8](=[O:9])[O:10][C:11]([CH2:12][CH3:13])([C:14]([F:15])([F:16])[F:17])[c:18]2[n:19][n:20][n:21]([CH2:23][c:24]3[cH:25][cH:26][c:27]4[c:28]([C:36](=[CH2:37])[O:38][CH2:39][CH3:40])[cH:29][c:30]([C:34]#[N:35])[n:31][c:32]4[cH:33]3)[cH:22]2)[cH:41][cH:42]1.[O:43]=[C:44]1[N:45]([Br:50])[C:46](=[O:47])[CH2:48][CH2:49]1.[OH2:56]>>[N+:1](=[O:2])([O-:3])[c:4]1[cH:5][cH:6][c:7]([C:8](=[O:9])[O:10][C:11]([CH2:12][CH3:13])([C:14]([F:15])([F:16])[F:17])[c:18]2[n:19][n:20][n:21]([CH2:23][c:24]3[cH:25][cH:26][c:27]4[c:28]([C:36](=[O:37])[CH2:38][Br:50])[cH:29][c:30]([C:34]#[N:35])[n:31][c:32]4[cH:33]3)[cH:22]2)[cH:41][cH:42]1. The reactants are C1CCOC1, C=C(OCC)c1cc(C#N)nc2cc(Cn3cc(C(CC)(OC(=O)c4ccc([N+](=O)[O-])cc4)C(F)(F)F)nn3)ccc12, O=C1CCC(=O)N1Br, O.